This data is from the Open Reaction Database (ORD), a public repository of structured organic reaction records. The task is: describe an organic reaction: reactants, conditions, products, and yield As a reaction SMILES: [Br:14][CH2:15][CH2:16][O:17][c:18]1[cH:19][cH:20][c:21]([CH:22]=[O:23])[cH:24][cH:25]1.[CH3:26][CH2:27][OH:28].[K+:2].[OH-:1].[n:3]1[cH:4][cH:5][cH:6][c:7]2[cH:8][c:9]([OH:13])[cH:10][cH:11][c:12]12>>[n:3]1[cH:4][cH:5][cH:6][c:7]2[cH:8][c:9]([O:13][CH2:15][CH2:16][O:17][c:18]3[cH:19][cH:20][c:21]([CH:22]=[O:23])[cH:24][cH:25]3)[cH:10][cH:11][c:12]12. Starting materials: O=Cc1ccc(OCCBr)cc1, CCO, [K+], [OH-], Oc1ccc2ncccc2c1. Yields the product O=Cc1ccc(OCCOc2ccc3ncccc3c2)cc1. The reactants are Cl (hydrochloric acid), [Cl-].[Cl-].[Cl-].[Al+3] (Aluminum trichloride), ice, ClCCC(OCCC1=CC=CC=C1)OCC ([2-(3-chloro-1-ethoxypropoxy)ethyl]benzene). Run in [N+](=O)([O-])C (nitromethane). Conditions: time 30 minute. Yields the product ClCCC1OCCC2=CC=CC=C12 (1-(2-Chloroethyl)isochroman). Reaction SMILES: [Cl-].[Cl-].[Cl-].[Al+3].[Cl:5][CH2:6][CH2:7][CH:8](OCC)[O:9][CH2:10][CH2:11][C:12]1[CH:17]=[CH:16][CH:15]=[CH:14][CH:13]=1.Cl>[N+](C)([O-])=O>[Cl:5][CH2:6][CH2:7][CH:8]1[C:13]2[C:12](=[CH:17][CH:16]=[CH:15][CH:14]=2)[CH2:11][CH2:10][O:9]1 |f:0.1.2.3|. Reported procedure: Aluminum trichloride (17.44 g, 0.131 mol) is added, in aliquots over a period of 5-10 min, to an ice-cooled solution of [2-(3-chloro-1-ethoxypropoxy)ethyl]benzene (LXIII, PREPARATION 1, 28.87 g, 0.119 mol) in nitromethane (150 ml). After 30 min, hydrochloric acid (4N) is added and the mixture is partitioned between ether and saline. The organic phase, which contains nitromethane, is dried over magnesium sulfate and carefully concentrated under reduced pressure. The nitromethane/product mixture i... The reactants are [OH-].[Na+] (sodium hydroxide), NC1=CC=C2CCCN(C2=C1)C(C(F)(F)F)=O (7-amino-1-trifluoroacetyl-1,2,3,4-tetrahydroquinoline), C1(=CC=C(C=C1)C(=O)O)C1=CC=CC=C1 (4-biphenylcarboxylic acid), Cl.CN(CCCN=C=NCC)C (1-(3-dimethylaminopropyl)-3-ethylcarbodiimide hydrochloride). The reagents and catalysts are CN(C1=CC=NC=C1)C (4-dimethylaminopyridine). Solvent: C(Cl)Cl (DCM), petroleum ether, CCOC(=O)C (EtOAc). The product is N1CCCC2=CC=C(C=C12)NC(=O)C1=CC=C(C=C1)C1=CC=CC=C1 (N-(1,2,3,4-Tetrahydroquinolin-7-yl)-1,1′-biphenyl-4-carboxamide). RXN SMILES: [NH2:1][C:2]1[CH:11]=[C:10]2[C:5]([CH2:6][CH2:7][CH2:8][N:9]2C(=O)C(F)(F)F)=[CH:4][CH:3]=1.[C:18]1([C:27]2[CH:32]=[CH:31][CH:30]=[CH:29][CH:28]=2)[CH:23]=[CH:22][C:21]([C:24](O)=[O:25])=[CH:20][CH:19]=1.Cl.CN(C)CCCN=C=NCC.[OH-].[Na+]>C(Cl)Cl.CN(C)C1C=CN=CC=1.CCOC(C)=O>[NH:9]1[C:10]2[C:5](=[CH:4][CH:3]=[C:2]([NH:1][C:24]([C:21]3[CH:22]=[CH:23][C:18]([C:27]4[CH:28]=[CH:29][CH:30]=[CH:31][CH:32]=4)=[CH:19][CH:20]=3)=[O:25])[CH:11]=2)[CH2:6][CH2:7][CH2:8]1 |f:2.3,4.5|. Procedure details: To a solution of 7-amino-1-trifluoroacetyl-1,2,3,4-tetrahydroquinoline (D5) (1.17 g, 4.78 mmol) in DCM (20 ml) was added 4-biphenylcarboxylic acid (1.14 g, 5.73 mmol), 1-(3-dimethylaminopropyl)-3-ethylcarbodiimide hydrochloride (1.06 g, 5.73 mmol) and 4-dimethylaminopyridine (70 mg, 0.57 mmol) and the reaction stirred at room temperature. After 3.75 h the reaction mixture was treated with 2M sodium hydroxide solution overnight. An acid/base work-up followed by flash column chromatography with an... Reactants: ClC1=CC=C(C=C1)S(=O)(=O)C1=C(NC2=CC=C(C=C12)C)C (3-[(4-chlorophenyl)sulfonyl]-2,5-dimethyl-1H-indole), ClC1=CC=C(C=C1)SC1=C(NC2=CC=C(C=C12)C)C (3-[(4-chlorophenyl)thio]-2,5-dimethyl-1H-indole). The product is ClC1=C2C(=C(NC2=CC=C1)C)S(=O)(=O)C1=CC=C(C=C1)Cl (4-chloro-3-[(4-chlorophenyl)sulfonyl]-2-methyl-1H-indole). As a reaction SMILES: [Cl:1][C:2]1[CH:7]=[CH:6][C:5]([S:8]([C:11]2[C:19]3[C:14](=[CH:15][CH:16]=[C:17](C)[CH:18]=3)[NH:13][C:12]=2[CH3:21])(=[O:10])=[O:9])=[CH:4][CH:3]=1.[Cl:22]C1C=CC(SC2C3C(=CC=C(C)C=3)NC=2C)=CC=1>>[Cl:22][C:18]1[CH:17]=[CH:16][CH:15]=[C:14]2[C:19]=1[C:11]([S:8]([C:5]1[CH:6]=[CH:7][C:2]([Cl:1])=[CH:3][CH:4]=1)(=[O:10])=[O:9])=[C:12]([CH3:21])[NH:13]2. Procedure details: The subtitle compound was prepared by the method of example 1 part (b) using the product from part (a). Product was purified using Flash column chromatography (33% EtOAc/hexane as eluent). Product: C1(CCCCC1)C(=O)N1C[C@@H](CC1)NC1=CC=C(C=N1)/C=C/C(=O)O ((2E)-3-(6-{[(3R)-1-(cyclohexylcarbonyl)-3-pyrrolidinyl]amino}-3-pyridinyl)acrylic acid). The yield is 97.0%. Reactants: C(=O)(O)[O-].[Na+] (NaHCO3), ice, C(C)(C)(C)OC(=O)N(C1=CC=CC(=N1)C=CC(=O)[O-])[C@H]1CN(CC1)C(=O)C1CCCCC1 (6-{(tert-butoxycarbonyl)[(3R)-1-(cyclohexylcarbonyl)-3-pyrrolidinyl]amino}-3-{pyridinyl}acrylate), C1(=CC=CC=C1)OC (anisole), FC(C(=O)O)(F)F (trifluoroacetic acid). Solvent: O1CCCC1 (tetrahydrofuran), CO (methanol), [OH-].[Na+] (NaOH), ClCCl (dichloromethane), CCOC(=O)C (AcOEt), O (water). Conditions: temperature 25 celsius, time 1 hour. As a reaction SMILES: C(OC([N:8]([C@@H:20]1[CH2:24][CH2:23][N:22]([C:25]([CH:27]2[CH2:32][CH2:31][CH2:30][CH2:29][CH2:28]2)=[O:26])[CH2:21]1)[C:9]1[N:14]=[C:13](C=CC([O-])=O)[CH:12]=[CH:11][CH:10]=1)=O)(C)(C)C.[C:33]1([O:39]C)[CH:38]=[CH:37]C=CC=1.FC(F)(F)C(O)=[O:44].C([O-])(O)=O.[Na+]>ClCCl.O1CCCC1.CO.[OH-].[Na+].CCOC(C)=O.O>[CH:27]1([C:25]([N:22]2[CH2:23][CH2:24][C@@H:20]([NH:8][C:9]3[N:14]=[CH:13][C:12](/[CH:37]=[CH:38]/[C:33]([OH:39])=[O:44])=[CH:11][CH:10]=3)[CH2:21]2)=[O:26])[CH2:28][CH2:29][CH2:30][CH2:31][CH2:32]1 |f:3.4,8.9|. Procedure: To an ice-cooled solution of ethyl (2E)-3-(6-{(tert-butoxycarbonyl)[(3R)-1-(cyclohexylcarbonyl)-3-pyrrolidinyl]amino}-3-{pyridinyl}acrylate (355 mg) in dichloromethane (2 ml) was added anisole (1.0 ml) and trifluoroacetic acid (2.0 ml), the mixture was stirred at 25° C. for 1 hour. The mixed solution was poured into a mixture of water and AcOEt. The pH of the aqueous layer was adjusted to ca.9 with NaHCO3. The organic layer was separated, washed with brine, dried over sodium sulfate and evaporat... The reactants are BrC1=CC(=C(C=C1)C(=O)C1=C(C=CC=C1)C(OCC)OCC)F ((4-bromo-2-fluorophenyl)(2-(diethoxymethyl)phenyl)methanone), BrC1=CC(=C(C=C1)C(=O)C1=C(C=CC=C1)C(OCC)OCC)F ((4-bromo-2-fluorophenyl)(2-(diethoxymethyl)phenyl)methanone), CC(C)=NO (acetone oxime), CC(C)([O-])C.[K+] (potassium tert-butoxide). Run in O1CCCC1 (tetrahydrofuran), O1CCCC1 (tetrahydrofuran), O1CCCC1 (tetrahydrofuran), O (water). Run at temperature 20 celsius, time 20 minute. Yields the product BrC1=CC(=C(C=C1)C(=O)C1=C(C=CC=C1)C(OCC)OCC)ON=C(C)C ((4-bromo-2-(propan-2-ylideneaminooxy)phenyl)(2-(diethoxymethyl) phenyl)methanone). The yield is 96.0%. Reaction SMILES: [CH3:1][C:2](=[N:4][OH:5])[CH3:3].CC(C)([O-])C.[K+].[Br:12][C:13]1[CH:18]=[CH:17][C:16]([C:19]([C:21]2[CH:26]=[CH:25][CH:24]=[CH:23][C:22]=2[CH:27]([O:31][CH2:32][CH3:33])[O:28][CH2:29][CH3:30])=[O:20])=[C:15](F)[CH:14]=1>O1CCCC1.O>[Br:12][C:13]1[CH:14]=[CH:15][C:16]([C:19]([C:21]2[CH:26]=[CH:25][CH:24]=[CH:23][C:22]=2[CH:27]([O:28][CH2:29][CH3:30])[O:31][CH2:32][CH3:33])=[O:20])=[C:17]([O:5][N:4]=[C:2]([CH3:3])[CH3:1])[CH:18]=1 |f:1.2|. Procedure: To a mechanically stirred solution of acetone oxime (20.33 g) in tetrahydrofuran (500 mL) under nitrogen was added a solution of 1M potassium tert-butoxide in tetrahydrofuran (325 mL) while cooling in an ice water bath. The thick white suspension was stirred at 20° C. for 20 min then a solution of (4-bromo-2-fluorophenyl)(2-(diethoxymethyl)phenyl)methanone (Compound 2a) (118 g) in tetrahydrofuran (400 mL) was added over 20 min and the resulting pale orange suspension stirred at room temperature ... The reactants are CCOC(=O)CC(=O)CN1C(=O)c2ccccc2C1=O, O=S(=O)(Cl)Cl. Yields the product CCOC(=O)C(Cl)C(=O)CN1C(=O)c2ccccc2C1=O. RXN SMILES: [O:1]=[C:2]1[N:3]([CH2:12][C:13]([CH2:14][C:15](=[O:16])[O:17][CH2:18][CH3:19])=[O:20])[C:4](=[O:11])[c:5]2[cH:6][cH:7][cH:8][cH:9][c:10]21.[S:21]([Cl:22])(=[O:23])([Cl:24])=[O:25]>>[O:1]=[C:2]1[N:3]([CH2:12][C:13]([CH:14]([C:15](=[O:16])[O:17][CH2:18][CH3:19])[Cl:24])=[O:20])[C:4](=[O:11])[c:5]2[cH:6][cH:7][cH:8][cH:9][c:10]21.